This data is from the Open Reaction Database (ORD), a public repository of structured organic reaction records. The task is: describe an organic reaction: reactants, conditions, products, and yield Starting materials: CCO, Cc1nc(-c2ccccc2)nc2sc3c(N4CCNCC4)nc(Cl)nc3c12. Yields the product CCOc1nc(N2CCNCC2)c2sc3nc(-c4ccccc4)nc(C)c3c2n1. Reaction SMILES: [CH3:28][CH2:29][OH:30].[Cl:1][c:2]1[n:3][c:4]([N:22]2[CH2:23][CH2:24][NH:25][CH2:26][CH2:27]2)[c:5]2[c:6]([n:7]1)[c:8]1[c:9]([n:10][c:11](-[c:15]3[cH:16][cH:17][cH:18][cH:19][cH:20]3)[n:12][c:13]1[CH3:14])[s:21]2>>[c:2]1([O:30][CH2:29][CH3:28])[n:3][c:4]([N:22]2[CH2:23][CH2:24][NH:25][CH2:26][CH2:27]2)[c:5]2[c:6]([n:7]1)[c:8]1[c:9]([n:10][c:11](-[c:15]3[cH:16][cH:17][cH:18][cH:19][cH:20]3)[n:12][c:13]1[CH3:14])[s:21]2. The reactants are CC(C)(C)OC(=O)N1CCC(O)CC1, C1CCOC1, CCOC(C)=O, CCOC(=O)N=NC(=O)OCC, COC(=O)c1ccc(O)cc1O, c1ccc(P(c2ccccc2)c2ccccc2)cc1. Product: COC(=O)c1ccc(OC2CCN(C(=O)OC(C)(C)C)CC2)cc1O. Reaction SMILES: [C:32](=[O:33])([O:34][C:35]([CH3:36])([CH3:37])[CH3:38])[N:39]1[CH2:40][CH2:41][CH:42]([OH:45])[CH2:43][CH2:44]1.[CH2:58]1[O:59][CH2:60][CH2:61][CH2:62]1.[CH3:63][CH2:64][O:65][C:66](=[O:67])[CH3:68].[O:46]=[C:47]([O:48][CH2:49][CH3:50])[N:51]=[N:52][C:53]([O:54][CH2:55][CH3:56])=[O:57].[OH:1][c:2]1[c:3]([C:4](=[O:5])[O:6][CH3:7])[cH:8][cH:9][c:10]([OH:12])[cH:11]1.[c:13]1([P:14]([c:15]2[cH:16][cH:17][cH:18][cH:19][cH:20]2)[c:21]2[cH:22][cH:23][cH:24][cH:25][cH:26]2)[cH:27][cH:28][cH:29][cH:30][cH:31]1>>[OH:1][c:2]1[c:3]([C:4](=[O:5])[O:6][CH3:7])[cH:8][cH:9][c:10]([O:12][CH:42]2[CH2:41][CH2:40][N:39]([C:32](=[O:33])[O:34][C:35]([CH3:36])([CH3:37])[CH3:38])[CH2:44][CH2:43]2)[cH:11]1. Starting materials: C(=O)(O)[O-].[Na+] (NaHCO3), ClC1=NC=CC(=C1)F (2-chloro-4-fluoropyridine), NCCN1N=C(C=CC1=O)C=1SC=C(C1)C (2-(2-aminoethyl)-6-(4-methylthiophen-2-yl)pyridazin-3(2H)-one), C(=O)([O-])[O-].[K+].[K+] (K2CO3). The solvent is CN(C)C=O (DMF), C(Cl)Cl (CH2Cl2). Reaction conditions: temperature 75 celsius, time 4 hour. The product is ClC1=NC=CC(=C1)NCCN1N=C(C=CC1=O)C=1SC=C(C1)C (2-(2-(2-Chloropyridin-4-ylamino)ethyl)-6-(4-methylthiophen-2-yl)pyridazin-3(2H)-one). RXN SMILES: [Cl:1][C:2]1[CH:7]=[C:6](F)[CH:5]=[CH:4][N:3]=1.[NH2:9][CH2:10][CH2:11][N:12]1[C:17](=[O:18])[CH:16]=[CH:15][C:14]([C:19]2[S:20][CH:21]=[C:22]([CH3:24])[CH:23]=2)=[N:13]1.C([O-])([O-])=O.[K+].[K+].C([O-])(O)=O.[Na+]>CN(C=O)C.C(Cl)Cl>[Cl:1][C:2]1[CH:7]=[C:6]([NH:9][CH2:10][CH2:11][N:12]2[C:17](=[O:18])[CH:16]=[CH:15][C:14]([C:19]3[S:20][CH:21]=[C:22]([CH3:24])[CH:23]=3)=[N:13]2)[CH:5]=[CH:4][N:3]=1 |f:2.3.4,5.6|. Procedure details: A suspension of 2-chloro-4-fluoropyridine (904 mg, 6.87 mmol), 2-(2-aminoethyl)-6-(4-methylthiophen-2-yl)pyridazin-3(2H)-one (1470 mg, 6.25 mmol), and K2CO3 (1727 mg, 12.5 mmol) in DMF (8 mL) was stirred at 75° C. for 4 h. The mixture was partioned between CH2Cl2 (100 mL) and 5% NaHCO3 (50 mL). The organic layer was dried over MgSO4, concentrated, then purified on 40 g silica eluting with 20>60% of 2M NH3 in MeOH/CH2Cl2. Product isolated as a white solid. MS (ESI pos. ion) m/z (MH+): 347. Calc'd...